Dataset: the Open Reaction Database (ORD), a public repository of structured organic reaction records. Task: describe an organic reaction: reactants, conditions, products, and yield Starting materials: ClC1=C(C(=NC=C1C(=O)OCC)C)C1=CC=CC=C1 (ethyl 4-chloro-2-methyl-3-phenyl-5-pyridinecarboxylate), Cl.COC1=CC=C(C=C1)NN (4-methoxyphenylhydrazine hydrochloride), Cl.ClC1=CC=C(C=C1)NN (4-chlorophenylhydrazine hydrochloride). The product is COC1=CC=C(C=C1)N1N=C2C(=CNC(=C2C2=CC=CC=C2)C)C1=O (2,5-Dihydro-2-(4-methoxyphenyl)-6-methyl-7-phenylpyrazolo[4,3-c]pyridin-3-one). The yield is 4.0%. RXN SMILES: Cl[C:2]1[C:7]([C:8]([O:10]CC)=O)=[CH:6][N:5]=[C:4]([CH3:13])[C:3]=1[C:14]1[CH:19]=[CH:18][CH:17]=[CH:16][CH:15]=1.Cl.[CH3:21][O:22][C:23]1[CH:28]=[CH:27][C:26]([NH:29][NH2:30])=[CH:25][CH:24]=1.Cl.ClC1C=CC(NN)=CC=1>>[CH3:21][O:22][C:23]1[CH:28]=[CH:27][C:26]([N:29]2[C:8](=[O:10])[C:7]3=[CH:6][NH:5][C:4]([CH3:13])=[C:3]([C:14]4[CH:15]=[CH:16][CH:17]=[CH:18][CH:19]=4)[C:2]3=[N:30]2)=[CH:25][CH:24]=1 |f:1.2,3.4|. Reported procedure: Following a similar procedure to that described in Example 4, except using ethyl 4-chloro-2-methyl-3-phenyl-5-pyridinecarboxylate and 4-methoxyphenylhydrazine hydrochloride instead of ethyl 4-chloro-3-propyl-5-pyridinecarboxylate and 4-chlorophenylhydrazine hydrochloride, the title compound was prepared, after further purification by flash chromatography (silica gel, 5% MeOH/CH2Cl2) and recrystallization (CH2Cl2-MeOH-EtOAc), in 4% yield as a yellow solid; mp 300-310° C.; 1H NMR (360 MHz, DMSO-d6... Starting materials: CC(CNC1=CC2=C(N=C(S2)S)C=C1)C (6-[(2-methylpropyl)amino]-1,3-benzothiazole-2-thiol), C(C)(C)N(C(C)C)CC (N,N-diisopropylethylamine), ClC(=O)OC(C)C (isopropyl chloroformate). Run in CC(=O)C (acetone). Run at time 10 hour. Yields the product SC=1SC2=C(N1)C=CC(=C2)N(C(OC(C)C)=O)CC(C)C (1-methylethyl 2-mercapto-1,3-benzothiazol-6-yl(2-methylpropyl)carbamate). The yield is 22.0%. As a reaction SMILES: [CH3:1][CH:2]([CH3:15])[CH2:3][NH:4][C:5]1[CH:14]=[CH:13][C:8]2[N:9]=[C:10]([SH:12])[S:11][C:7]=2[CH:6]=1.C(N(CC)C(C)C)(C)C.Cl[C:26]([O:28][CH:29]([CH3:31])[CH3:30])=[O:27]>CC(C)=O>[SH:12][C:10]1[S:11][C:7]2[CH:6]=[C:5]([N:4]([CH2:3][CH:2]([CH3:15])[CH3:1])[C:26](=[O:27])[O:28][CH:29]([CH3:31])[CH3:30])[CH:14]=[CH:13][C:8]=2[N:9]=1. Reported procedure: Into a 50 ml round bottomed flask were added 6-[(2-methylpropyl)amino]-1,3-benzothiazole-2-thiol (100 mg, 0.42 mmol), acetone (10 ml), N,N-diisopropylethylamine (54.2 mg, 0.42 mmol) and isopropyl chloroformate (51.5 mg, 0.42 mmol). The reaction mixture was stirred for 10 h, filtered, and the solid that was obtained was triturated with diethyl ether to afford 30 mg (59%) of the title compound. 1H NMR (DMSO-d6) δ=0.80 (d, 6H), 1.11 (d, 6H), 1.60 (m, 1H), 3.43 (d, 2H), 4.76 (m, 1H), 7.24 (br s, 2H)... Reactants: CO, Cc1c(C(=O)O)cc(F)cc1[N+](=O)[O-]. Product: Cc1c(N)cc(F)cc1C(=O)O. Reaction SMILES: [CH3:15][OH:16].[F:1][c:2]1[cH:3][c:4]([N+:12]([O-:13])=[O:14])[c:5]([CH3:11])[c:6]([C:7](=[O:8])[OH:9])[cH:10]1>>[F:1][c:2]1[cH:3][c:4]([NH2:12])[c:5]([CH3:11])[c:6]([C:7](=[O:8])[OH:9])[cH:10]1. Starting materials: CCOC(=O)CBr, O=C([O-])[O-], C=CCc1c(O)ccc2c(CCc3nc(-c4ccc(Cl)cc4Cl)oc3C(C)C)noc12, CC(C)=O, [K+], [K+]. Yields the product C=CCc1c(OCC(=O)OCC)ccc2c(CCc3nc(-c4ccc(Cl)cc4Cl)oc3C(C)C)noc12. RXN SMILES: [Br:38][CH2:39][C:40](=[O:41])[O:42][CH2:43][CH3:44].[C:32](=[O:33])([O-:34])[O-:35].[CH2:1]([CH:2]=[CH2:3])[c:4]1[c:5]([OH:31])[cH:6][cH:7][c:8]2[c:9]([CH2:13][CH2:14][c:15]3[n:16][c:17](-[c:23]4[c:24]([Cl:30])[cH:25][c:26]([Cl:29])[cH:27][cH:28]4)[o:18][c:19]3[CH:20]([CH3:21])[CH3:22])[n:10][o:11][c:12]12.[CH3:45][C:46](=[O:47])[CH3:48].[K+:36].[K+:37]>>[CH2:1]([CH:2]=[CH2:3])[c:4]1[c:5]([O:31][CH2:39][C:40](=[O:41])[O:42][CH2:43][CH3:44])[cH:6][cH:7][c:8]2[c:9]([CH2:13][CH2:14][c:15]3[n:16][c:17](-[c:23]4[c:24]([Cl:30])[cH:25][c:26]([Cl:29])[cH:27][cH:28]4)[o:18][c:19]3[CH:20]([CH3:21])[CH3:22])[n:10][o:11][c:12]12. The reactants are C1CCCNCC1, ClCCCCOc1ccc(-c2nnc(CSCCOc3ccccc3)o2)cc1. Yields the product c1ccc(OCCSCc2nnc(-c3ccc(OCCCCN4CCCCCC4)cc3)o2)cc1. RXN SMILES: [CH2:29]1[CH2:30][CH2:31][CH2:32][NH:33][CH2:34][CH2:35]1.[Cl:1][CH2:2][CH2:3][CH2:4][CH2:5][O:6][c:7]1[cH:8][cH:9][c:10](-[c:13]2[o:14][c:15]([CH2:18][S:19][CH2:20][CH2:21][O:22][c:23]3[cH:24][cH:25][cH:26][cH:27][cH:28]3)[n:16][n:17]2)[cH:11][cH:12]1>>[CH2:2]([CH2:3][CH2:4][CH2:5][O:6][c:7]1[cH:8][cH:9][c:10](-[c:13]2[o:14][c:15]([CH2:18][S:19][CH2:20][CH2:21][O:22][c:23]3[cH:24][cH:25][cH:26][cH:27][cH:28]3)[n:16][n:17]2)[cH:11][cH:12]1)[N:33]1[CH2:32][CH2:31][CH2:30][CH2:29][CH2:35][CH2:34]1. The reactants are CC(C(=O)NC1=CC(=CC=C1)C1CCN(CC1)CCCCCC(C1=CC=CC=C1)=O)C (2-methyl-N-{3-[1-(6-oxo-6-phenylhexyl)-4-piperidinyl]phenyl}propanamide), Cl.CC1=CC=C(C=C1)NN (1-(4-methylphenyl)hydrazine hydrochloride). Product: CC(C(=O)NC1=CC(=CC=C1)C1CCN(CC1)CCCCC1=C(NC2=CC=C(C=C12)C)C1=CC=CC=C1)C (2-METHYL-N-(3-{1-[4-(5-METHYL-2-PHENYL-1H-INDOL-3-YL)BUTYL]-4-PIPERIDINYL}PHENYL)PROPANAMIDE). As a reaction SMILES: [CH3:1][CH:2]([CH3:31])[C:3]([NH:5][C:6]1[CH:11]=[CH:10][CH:9]=[C:8]([CH:12]2[CH2:17][CH2:16][N:15]([CH2:18][CH2:19][CH2:20][CH2:21][CH2:22][C:23](=O)[C:24]3[CH:29]=[CH:28][CH:27]=[CH:26][CH:25]=3)[CH2:14][CH2:13]2)[CH:7]=1)=[O:4].Cl.[CH3:33][C:34]1[CH:39]=[CH:38][C:37]([NH:40]N)=[CH:36][CH:35]=1>>[CH3:1][CH:2]([CH3:31])[C:3]([NH:5][C:6]1[CH:11]=[CH:10][CH:9]=[C:8]([CH:12]2[CH2:17][CH2:16][N:15]([CH2:18][CH2:19][CH2:20][CH2:21][C:22]3[C:38]4[C:37](=[CH:36][CH:35]=[C:34]([CH3:33])[CH:39]=4)[NH:40][C:23]=3[C:24]3[CH:29]=[CH:28][CH:27]=[CH:26][CH:25]=3)[CH2:14][CH2:13]2)[CH:7]=1)=[O:4] |f:1.2|. Procedure: Prepared by Procedure E and Scheme M using 2-methyl-N-{3-[1-(6-oxo-6-phenylhexyl)-4-piperidinyl]phenyl}propanamide and 1-(4-methylphenyl)hydrazine hydrochloride: ESMS m/e: 508.3 (M+H)+. Reactants: CCO, Nc1cc(C2CC2)n[nH]1, Clc1nc(Cl)c2cc(N3CCCCC3)ccc2n1. Yields the product Clc1nc(Nc2cc(C3CC3)n[nH]2)c2cc(N3CCCCC3)ccc2n1. RXN SMILES: [CH3:28][CH2:29][OH:30].[CH:19]1([c:22]2[cH:23][c:24]([NH2:27])[nH:25][n:26]2)[CH2:20][CH2:21]1.[Cl:1][c:2]1[n:3][c:4]2[cH:5][cH:6][c:7]([N:13]3[CH2:14][CH2:15][CH2:16][CH2:17][CH2:18]3)[cH:8][c:9]2[c:10]([Cl:12])[n:11]1>>[Cl:1][c:2]1[n:3][c:4]2[cH:5][cH:6][c:7]([N:13]3[CH2:14][CH2:15][CH2:16][CH2:17][CH2:18]3)[cH:8][c:9]2[c:10]([NH:27][c:24]2[cH:23][c:22]([CH:19]3[CH2:20][CH2:21]3)[n:26][nH:25]2)[n:11]1. The reactants are COC(C1=CC(=C(C(=C1)C)O)NS(=O)(=O)C1=C(C=CC(=C1)Cl)OC)=O (3-(5-chloro-2-methoxy-benzenesulfonylamino)-4-hydroxy-5-methyl-benzoic acid methyl ester), BrCCBr (1,2-dibromoethane). Product: COC(=O)C=1C=C(C2=C(N(CCO2)S(=O)(=O)C2=C(C=CC(=C2)Cl)OC)C1)C (4-(5-chloro-2-methoxy-benzenesulfonyl)-8-methyl-3,4-dihydro-2H-benzo[1,4]oxazine-6-carboxylic acid methyl ester). RXN SMILES: [CH3:1][O:2][C:3](=[O:25])[C:4]1[CH:9]=[C:8]([CH3:10])[C:7]([OH:11])=[C:6]([NH:12][S:13]([C:16]2[CH:21]=[C:20]([Cl:22])[CH:19]=[CH:18][C:17]=2[O:23][CH3:24])(=[O:15])=[O:14])[CH:5]=1.Br[CH2:27][CH2:28]Br>>[CH3:1][O:2][C:3]([C:4]1[CH:9]=[C:8]([CH3:10])[C:7]2[O:11][CH2:28][CH2:27][N:12]([S:13]([C:16]3[CH:21]=[C:20]([Cl:22])[CH:19]=[CH:18][C:17]=3[O:23][CH3:24])(=[O:15])=[O:14])[C:6]=2[CH:5]=1)=[O:25]. Procedure details: The title compound, MS (ISP)=514.9 (M−H)−, was produced in analogy with example 36, steps 1-4. Step 1 was performed using 3-(5-chloro-2-methoxy-benzenesulfonylamino)-4-hydroxy-5-methyl-benzoic acid methyl ester (example 52, step 2) and 1,2-dibromoethane, yielding 4-(5-chloro-2-methoxy-benzenesulfonyl)-8-methyl-3,4-dihydro-2H-benzo[1,4]oxazine-6-carboxylic acid methyl ester, which was hydrolyzed in step 2 to afford 4-(5-chloro-2-methoxy-benzenesulfonyl)-8-methyl-3,4-dihydro-2H-benzo[1,4]oxazine-6...